From a dataset of the Open Reaction Database (ORD), a public repository of structured organic reaction records. describe an organic reaction: reactants, conditions, products, and yield The reactants are CC(C)(C)O, C(=NC1CCCCC1)=NC1CCCCC1, N=c1ccccn1Cc1ccccc1. The product is c1ccc(Cn2ccccc2=NC(=NC2CCCCC2)NC2CCCCC2)cc1. Reaction SMILES: [C:30]([OH:31])([CH3:32])([CH3:33])[CH3:34].[CH:15]1([N:21]=[C:22]=[N:23][CH:24]2[CH2:25][CH2:26][CH2:27][CH2:28][CH2:29]2)[CH2:16][CH2:17][CH2:18][CH2:19][CH2:20]1.[c:1]1([CH2:7][n:8]2[c:9](=[NH:14])[cH:10][cH:11][cH:12][cH:13]2)[cH:2][cH:3][cH:4][cH:5][cH:6]1>>[c:1]1([CH2:7][n:8]2[c:9](=[N:14][C:22](=[N:21][CH:15]3[CH2:16][CH2:17][CH2:18][CH2:19][CH2:20]3)[NH:23][CH:24]3[CH2:25][CH2:26][CH2:27][CH2:28][CH2:29]3)[cH:10][cH:11][cH:12][cH:13]2)[cH:2][cH:3][cH:4][cH:5][cH:6]1. Starting materials: product 24b, mixture, CN(C=O)C (dimethylformamide), N1=CC=CC=C1 (pyridine), C(=O)(N1C=NC=C1)N1C=NC=C1 (carbonyldiimidazole), NC1=C(C(=O)N)C=CC=C1N (2,3-diaminobenzamide), CN(C=O)C.N1=CC=CC=C1 (dimethylformamide pyridine). Run in CC(=O)C (acetone), C(C)OCC (diethyl ether). Conditions: time 15 minute. Product: C(C)N(CC)CCCNC1=NC=CC(=C1)C=1NC2=C(N1)C=CC=C2C(=O)N (2-(2-(3-(N,N-Diethylamino)prop-1-ylamino)pyridin-4-yl)benzimidazole-4-carboxamide). As a reaction SMILES: CN(C)C=O.[N:6]1[CH:11]=[CH:10]C=[CH:8][CH:7]=1.[C:12]([N:19]1[CH:23]=[CH:22]N=C1)([N:14]1[CH:18]=[CH:17]N=C1)=O.[NH2:24][C:25]1[C:33]([NH2:34])=[CH:32][CH:31]=[CH:30][C:26]=1[C:27]([NH2:29])=[O:28].[CH3:35]N(C)C=O.N1C=C[CH:43]=[CH:42][CH:41]=1>CC(C)=O.C(OCC)C>[CH2:11]([N:6]([CH2:35][CH2:22][CH2:23][NH:19][C:12]1[CH:41]=[C:42]([C:43]2[NH:24][C:25]3[C:26]([C:27]([NH2:29])=[O:28])=[CH:30][CH:31]=[CH:32][C:33]=3[N:34]=2)[CH:17]=[CH:18][N:14]=1)[CH2:7][CH3:8])[CH3:10] |f:4.5|. Reported procedure: 0.36 g (1.25 mmol) of product 24b was introduced into 10 ml of a mixture of dimethylformamide and pyridine (1:1) and stirred for 15 minutes. After addition of 0.21 g (1.31 mmol) of carbonyldiimidazole, the reaction mixture was stirred at room temp. for 1 hour. A solution of 0.28 g (1.25 mmol) of 2,3-diaminobenzamide in 5 ml of dimethylformamide/pyridine was then added. The reaction mixture was stirred at 50° C. for 2 hours. The residue after concentration of the reaction mixture in vacuo was par... Starting materials: O=C1C=2C=CC=CC2C(=O)N1C3(C(=O)NC4=C(F)C(F)=C(C(F)=C4F)C(F)(F)F)CC3. Reagents/catalysts: O=C(O)C, N=1C(OC)=CC(OC)=C2C=CC=CC12, O1B(OC(C)(C)C1(C)C)B2OC(C)(C)C(O2)(C)C, [K].O=C(O)O, [B-](F)(F)(F)F.CC[N+](CC)(CC)CC, [Pd].O=C(O)C. The solvent is N#CC. Run at temperature 80 celsius, time 15 hour. The product is O=C1C=2C=CC=CC2C(=O)N1C3(C(=O)NC4=C(F)C(F)=C(C(F)=C4F)C(F)(F)F)CC3B5OC(C)(C)C(O5)(C)C. Yield: 60.0%. As a reaction SMILES: [SH+]1CCCC1.[CH3:6][C:7]1([CH3:35])[C:9]2([C:17]3[C:12](=[CH:13][CH:14]=[CH:15][CH:16]=3)[CH:11]=[CH:10]2)[CH:8]1[C:18]([O:20][CH2:21][C:22]1C=CC=C(OC2C=CC=CC=2)C=1)=[O:19].CC1(C)C2(C3C(=CC=CC=3)C=C2)C1C(O)=O>>[CH3:6][C:7]1([CH3:35])[C:9]2([C:17]3[C:12](=[CH:13][CH:14]=[CH:15][CH:16]=3)[CH:11]=[CH:10]2)[CH:8]1[C:18]([O:20][CH2:21][CH3:22])=[O:19]. The reactants are [SH+]1CCCC1 (tetrahydrothiophenium), CC1(C(C12C=CC1=CC=CC=C21)C(=O)OCC2=CC(=CC=C2)OC2=CC=CC=C2)C (3,3-dimethylspiro[cyclopropane-1,1'-indene]-2-carboxylic acid, m-phenoxybenzyl ester), CC1(C(C12C=CC1=CC=CC=C21)C(=O)O)C (3,3-dimethylspiro[cyclopropane-1,1'-indene]-2-carboxylic acid), m-phenoxybenzyl ester, [SH+]1CCCC1 (tetrahydrothiophenium). Reported procedure: By the above procedure, but substituting tetrahydrothiophenium carboxymethylide-, m-phenoxybenzyl ester and tetrahydrothiophenium carboxymethylide-, 3,3-dimethylspiro[cyclopropane-1,1'-indene]-2-carboxylic acid, m-phenoxybenzyl ester and 3,3-dimethylspiro[cyclopropane-1,1'-indene]-2-carboxylic acid, are obtained, respectively. The product is CC1(C(C12C=CC1=CC=CC=C21)C(=O)OCC)C (3,3-Dimethylspiro[cyclopropane-1,1'-indene]- 2-carboxylic acid, ethyl ester). The reactants are OC1=C2C=C(NC2=CC=C1)C(=O)OC (Methyl 4-hydroxyindole-2-carboxylate), C(C)(=O)OC(C)=O (acetic anhydride). Reagents/catalysts: CN(C1=CC=NC=C1)C (4-dimethylaminopyridine). Conditions: temperature 80 celsius. The product is C(C)(=O)OC1=C2C=C(NC2=CC=C1)C(=O)OC (Methyl 4-acetoxyindole-2-carboxylate). RXN SMILES: [OH:1][C:2]1[CH:10]=[CH:9][CH:8]=[C:7]2[C:3]=1[CH:4]=[C:5]([C:11]([O:13][CH3:14])=[O:12])[NH:6]2.[C:15](OC(=O)C)(=[O:17])[CH3:16]>CN(C)C1C=CN=CC=1>[C:15]([O:1][C:2]1[CH:10]=[CH:9][CH:8]=[C:7]2[C:3]=1[CH:4]=[C:5]([C:11]([O:13][CH3:14])=[O:12])[NH:6]2)(=[O:17])[CH3:16]. Reported procedure: Methyl 4-hydroxyindole-2-carboxylate (0.5 g) and 4-dimethylaminopyridine (50 mg) were dissolved in acetic anhydride (5 ml) and heated at 80° C. for 3 hours. The reaction was allowed to cool overnight to precipitate white crystals, which were filtered and dried in vacuo (0.44 g, 72%); NMR δ (CD3SOCD3) 2.34 (s, 3H), 3.85 (s, 3H), 6.80 (d, 1H), 7.06 (s, 1H), 7.23 (t, 1H), 7.29-7.35 (m, 1H), 12.1 (bs, 1H); M/z (−) 232 (M−H+). Reactants: BrCCO (2-bromo-ethanol), TEA, CC(C)(C)[Si](C)(C)Cl (TBSCl). Reagents/catalysts: CN(C)C=1C=CN=CC1 (DMAP). Run in C(Cl)Cl (CH2Cl2). Conditions: time 12 hour. Product: BrCCO[Si](C)(C)C(C)(C)C ((2-Bromo-ethoxy)-tert-butyl-dimethyl-silane). Reaction SMILES: [Br:1][CH2:2][CH2:3][OH:4].[CH3:5][C:6]([Si:9](Cl)([CH3:11])[CH3:10])([CH3:8])[CH3:7]>C(Cl)Cl.CN(C1C=CN=CC=1)C>[Br:1][CH2:2][CH2:3][O:4][Si:9]([C:6]([CH3:8])([CH3:7])[CH3:5])([CH3:11])[CH3:10]. Procedure details: To a mixture of 2-bromo-ethanol (12.5 g, 0.1 mol) and TEA (11.2 g, 0.11 mol) in CH2Cl2 (40 mL), TBSCl (15.8 g, 0.105 mol) and DMAP (0.122 g, 1 mmol) were added. The reaction mixture was stirred at room temperature for 12 h, washed (10 mL 2M HCl, 10 mL H2O), dried (Na2SO4) and concentrated to give the desired product as colorless oil. 1H NMR (CDCl3): δ 3.88 (m, 2H), 3.39 (m, 2H), 0.89 (s, 9H), 0.08 (s, 6H).